This data is from the Open Reaction Database (ORD), a public repository of structured organic reaction records. The task is: describe an organic reaction: reactants, conditions, products, and yield The reactants are [Li]CCCC, CCCCCC, CC(C)(C)C(=O)Nc1ccncc1, CB(C)C, CC(=O)O, C1CCOC1, O, OO. Product: CC(C)(C)C(=O)Nc1ccncc1O. RXN SMILES: [CH2:14]([Li:15])[CH2:16][CH2:17][CH3:18].[CH3:19][CH2:20][CH2:21][CH2:22][CH2:23][CH3:24].[CH3:1][C:2]([C:3](=[O:4])[NH:5][c:6]1[cH:7][cH:8][n:9][cH:10][cH:11]1)([CH3:12])[CH3:13].[CH3:25][B:26]([CH3:27])[CH3:28].[CH3:37][C:38](=[O:39])[OH:40].[O:31]1[CH2:32][CH2:33][CH2:34][CH2:35]1.[OH2:36].[OH:29][OH:30]>>[CH3:1][C:2]([C:3](=[O:4])[NH:5][c:6]1[c:7]([OH:29])[cH:8][n:9][cH:10][cH:11]1)([CH3:12])[CH3:13]. Reactants: CCNc1nc(C)c(C(=O)NC(C#N)c2cccs2)s1, S, c1ccncc1. Yields the product CCNc1nc(C)c(C(=O)NC(C(N)=S)c2cccs2)s1. Reaction SMILES: [C:1](#[N:2])[CH:3]([c:4]1[s:5][cH:6][cH:7][cH:8]1)[NH:9][C:10](=[O:11])[c:12]1[c:13]([CH3:20])[n:14][c:15]([NH:17][CH2:18][CH3:19])[s:16]1.[SH2:21].[cH:22]1[cH:23][cH:24][n:25][cH:26][cH:27]1>>[C:1]([NH2:2])([CH:3]([c:4]1[s:5][cH:6][cH:7][cH:8]1)[NH:9][C:10](=[O:11])[c:12]1[c:13]([CH3:20])[n:14][c:15]([NH:17][CH2:18][CH3:19])[s:16]1)=[S:21]. Yields the product CN1C(=O)N(C2CCN(C3CCNCC3)CC2)C2CCCCC21, Cl. Reactants: CN1C(=O)N(C2CCN(C3CCN(C(=O)OC(C)(C)C)CC3)CC2)C2CCCCC21, CO, Cl, C1COCCO1. As a reaction SMILES: [CH3:1][N:2]1[C:3](=[O:30])[N:4]([CH:11]2[CH2:12][CH2:13][N:14]([CH:17]3[CH2:18][CH2:19][N:20]([C:23]([O:24][C:25]([CH3:26])([CH3:27])[CH3:28])=[O:29])[CH2:21][CH2:22]3)[CH2:15][CH2:16]2)[CH:5]2[CH:6]1[CH2:7][CH2:8][CH2:9][CH2:10]2.[CH3:32][OH:33].[ClH:31].[O:34]1[CH2:35][CH2:36][O:37][CH2:38][CH2:39]1>>[CH3:1][N:2]1[C:3](=[O:30])[N:4]([CH:11]2[CH2:12][CH2:13][N:14]([CH:17]3[CH2:18][CH2:19][NH:20][CH2:21][CH2:22]3)[CH2:15][CH2:16]2)[CH:5]2[CH:6]1[CH2:7][CH2:8][CH2:9][CH2:10]2.[ClH:31]. The reactants are BrC=1C(=C(C=2N(C1)N=C(N2)CC2=CC=C(C=C2)S(=O)(=O)C)C2=CC(=CC=C2)C(F)(F)F)C (6-bromo-2-(4-methanesulfonyl-benzyl)-7-methyl-8-(3-trifluoromethyl-phenyl)-[1,2,4]triazolo[1,5-a]pyridine), C(CCC)[Sn](C1=CC=NN1C1=CC=C(C#N)C=C1)(CCCC)CCCC (4-(5-tributylstannanyl-pyrazol-1-yl)-benzonitrile). Yields the product CS(=O)(=O)C1=CC=C(CC2=NN3C(C(=C(C(=C3)C3=CC=NN3C3=CC=C(C#N)C=C3)C)C3=CC(=CC=C3)C(F)(F)F)=N2)C=C1 (4-{5-[2-(4-Methanesulfonyl-benzyl)-7-methyl-8-(3-trifluoromethyl-phenyl)-[1,2,4]triazolo[1,5-a]pyridin-6-yl]-pyrazol-1-yl}-benzonitrile). Reaction SMILES: Br[C:2]1[C:3]([CH3:32])=[C:4]([C:22]2[CH:27]=[CH:26][CH:25]=[C:24]([C:28]([F:31])([F:30])[F:29])[CH:23]=2)[C:5]2[N:6]([N:8]=[C:9]([CH2:11][C:12]3[CH:17]=[CH:16][C:15]([S:18]([CH3:21])(=[O:20])=[O:19])=[CH:14][CH:13]=3)[N:10]=2)[CH:7]=1.C([Sn](CCCC)(CCCC)[C:38]1[N:42]([C:43]2[CH:50]=[CH:49][C:46]([C:47]#[N:48])=[CH:45][CH:44]=2)[N:41]=[CH:40][CH:39]=1)CCC>>[CH3:21][S:18]([C:15]1[CH:16]=[CH:17][C:12]([CH2:11][C:9]2[N:10]=[C:5]3[C:4]([C:22]4[CH:27]=[CH:26][CH:25]=[C:24]([C:28]([F:30])([F:31])[F:29])[CH:23]=4)=[C:3]([CH3:32])[C:2]([C:38]4[N:42]([C:43]5[CH:50]=[CH:49][C:46]([C:47]#[N:48])=[CH:45][CH:44]=5)[N:41]=[CH:40][CH:39]=4)=[CH:7][N:6]3[N:8]=2)=[CH:13][CH:14]=1)(=[O:20])=[O:19]. Procedure: The title compound was prepared from 6-bromo-2-(4-methanesulfonyl-benzyl)-7-methyl-8-(3-trifluoromethyl-phenyl)-[1,2,4]triazolo[1,5-a]pyridine (Int. 13, 50 mg, 0.095 mmol) and 4-(5-tributylstannanyl-pyrazol-1-yl)-benzonitrile (Int. 3, 100 mg, 0.218 mmol) using a similar method to that used in Example 1 (Step 4) (29 mg). The reactants are C(=O)([O-])[O-].[K+].[K+] (K2CO3), C1(CCCCC1)NCC(C(=O)OCC)(F)F (ethyl 3-(cyclohexylamino)-2,2-difluoropropanoate), CC(=O)C (acetone), ClC1=NC=C(C(=N1)Cl)[N+](=O)[O-] (2,4-dichloro 5-nitropyrimidine), CC(=O)C (acetone). Reaction conditions: temperature 0 celsius, time 20 minute. Yields the product ClC1=NC=C(C(=N1)N(CC(C(C(=O)OCC)=O)(F)F)C1CCCCC1)[N+](=O)[O-] (Ethyl 4-((2-chloro-5-nitropyrimidin-4-yl)(cyclohexyl)amino)-3,3-difluoro-2-oxobutanoate). Yield: 60.0%. As a reaction SMILES: [CH:1]1([NH:7][CH2:8][C:9]([F:16])([F:15])[C:10]([O:12]CC)=O)[CH2:6][CH2:5][CH2:4][CH2:3][CH2:2]1.[C:17]([O-:20])([O-])=[O:18].[K+].[K+].[Cl:23][C:24]1[N:29]=[C:28](Cl)[C:27]([N+:31]([O-:33])=[O:32])=[CH:26][N:25]=1.[CH3:34][C:35](C)=O>>[Cl:23][C:24]1[N:29]=[C:28]([N:7]([CH:1]2[CH2:2][CH2:3][CH2:4][CH2:5][CH2:6]2)[CH2:8][C:9]([F:15])([F:16])[C:10](=[O:12])[C:17]([O:20][CH2:34][CH3:35])=[O:18])[C:27]([N+:31]([O-:33])=[O:32])=[CH:26][N:25]=1 |f:1.2.3|. Procedure details: In a round bottom flask, ethyl 3-(cyclohexylamino)-2,2-difluoropropanoate (11.05 g, 50 mmol) was dissolved in acetone (100 mL), and added K2CO3 (13.8 g, 100 mmol) to it. Cooled the round bottom flask to 0° C. in an ice bath. After 20 min, added 2,4-dichloro 5-nitropyrimidine (9.70 g, 50 mmol) in acetone (25 mL) dropwise and continued stirring for another 30 min at 0° C., then allowed to warm up to room temperature, continued for 12 hrs. Then evaporated the acetone washed with water and extracted... The reactants are COC=1C=C(C=C(C1)OC)CCC=1N=C2C(=NC1)NC(=C2)C2=CC=C(C=C2)N2CCN(CC2)C (2-[2-(3,5-dimethoxyphenyl)ethyl]-6-[4-(4-methylpiperazin-1-yl)phenyl]-5H-pyrrolo[2,3-b]pyrazine), BrN1C(CCC1=O)=O (N-bromosuccinimide). The solvent is C(Cl)Cl (methylene chloride), C(Cl)Cl (methylene chloride). Reaction conditions: time 30 minute. The product is BrC1=C(NC2=NC=C(N=C21)CCC2=CC(=CC(=C2)OC)OC)C2=CC=C(C=C2)N2CCN(CC2)C (7-bromo-2-[2-(3,5-dimethoxyphenyl)ethyl]-6-[4-(4-methylpiperazin-1-yl)phenyl]-5H-pyrrolo[2,3-b]pyrazine). Isolated yield 78.3%. As a reaction SMILES: [CH3:1][O:2][C:3]1[CH:4]=[C:5]([CH2:11][CH2:12][C:13]2[N:14]=[C:15]3[CH:21]=[C:20]([C:22]4[CH:27]=[CH:26][C:25]([N:28]5[CH2:33][CH2:32][N:31]([CH3:34])[CH2:30][CH2:29]5)=[CH:24][CH:23]=4)[NH:19][C:16]3=[N:17][CH:18]=2)[CH:6]=[C:7]([O:9][CH3:10])[CH:8]=1.[Br:35]N1C(=O)CCC1=O>C(Cl)Cl>[Br:35][C:21]1[C:15]2[C:16](=[N:17][CH:18]=[C:13]([CH2:12][CH2:11][C:5]3[CH:4]=[C:3]([O:2][CH3:1])[CH:8]=[C:7]([O:9][CH3:10])[CH:6]=3)[N:14]=2)[NH:19][C:20]=1[C:22]1[CH:23]=[CH:24][C:25]([N:28]2[CH2:29][CH2:30][N:31]([CH3:34])[CH2:32][CH2:33]2)=[CH:26][CH:27]=1. Procedure: To a stirred solution of 2-[2-(3,5-dimethoxyphenyl)ethyl]-6-[4-(4-methylpiperazin-1-yl)phenyl]-5H-pyrrolo[2,3-b]pyrazine (from Example 1, Step 5, 120 mg, 0.262 mmol) in methylene chloride (2 mL), a solution of N-bromosuccinimide (46.7 mg, 0.262 mmol) in methylene chloride (1 mL) was added dropwise at 0° C. After 30 minutes, the reaction was quenched with saturated aqueous NaHCO3, then extracted with methylene chloride. The combined organic layers were dried over MgSO4, and then concentrated. The... Reactants: [OH-].[K+] (Potassium hydroxide), BrC=1C=C(C(=O)N)C=CC1OC1(CC1)C1=NN=C(N1C)C1=C(C=CC=C1)C(F)(F)F (3-bromo-4-[(1-{4-methyl-5-[2-(trifluoromethyl)phenyl]-4H-1,2,4-triazol-3-yl}cyclopropyl)oxy]benzamide), C(CO)O (ethyleneglycol). Solvent: O (water). Conditions: temperature 130 celsius, time 3 hour. The product is BrC=1C=C(C(=O)O)C=CC1OC1(CC1)C1=NN=C(N1C)C1=C(C=CC=C1)C(F)(F)F (3-bromo-4-[(1-{4-methyl-5-[2-(trifluoromethyl)phenyl]-4H-1,2,4-triazol-3-yl}cyclopropyl)oxy]benzoic acid). RXN SMILES: [OH-].[K+].[Br:3][C:4]1[CH:5]=[C:6]([CH:10]=[CH:11][C:12]=1[O:13][C:14]1([C:17]2[N:21]([CH3:22])[C:20]([C:23]3[CH:28]=[CH:27][CH:26]=[CH:25][C:24]=3[C:29]([F:32])([F:31])[F:30])=[N:19][N:18]=2)[CH2:16][CH2:15]1)[C:7](N)=[O:8].C(O)C[OH:35]>O>[Br:3][C:4]1[CH:5]=[C:6]([CH:10]=[CH:11][C:12]=1[O:13][C:14]1([C:17]2[N:21]([CH3:22])[C:20]([C:23]3[CH:28]=[CH:27][CH:26]=[CH:25][C:24]=3[C:29]([F:30])([F:31])[F:32])=[N:19][N:18]=2)[CH2:15][CH2:16]1)[C:7]([OH:8])=[O:35] |f:0.1|. Procedure details: Potassium hydroxide (87 mg) was added to a mixture of 3-bromo-4-[(1-{4-methyl-5-[2-(trifluoromethyl)phenyl]-4H-1,2,4-triazol-3-yl}cyclopropyl)oxy]benzamide (250 mg) and ethyleneglycol (6 ml), followed by stirring at 130° C. for 3 hours. The reaction solution was cooled to room temperature, and water was added thereto, followed by washing with ethyl acetate. The aqueous layer was acidified with 1M hydrochloric acid and then extracted with ethyl acetate. The organic layer was dried over anhydrous ...